describe an organic reaction: reactants, conditions, products, and yield From a dataset of the Open Reaction Database (ORD), a public repository of structured organic reaction records. Reactants: CS(=O)(=O)OCC#CCOC1=CC=CC=C1 (4-phenoxybut-2-yn-1-ol methanesulfonate), S(C)(=O)(=O)[O-] (mesylate), [I-].[Na+] (sodium iodide), C([O-])(O)=O.[Na+] (sodium bicarbonate). Run in CC(=O)C (acetone), CC(=O)C (acetone). Conditions: time 1 hour. Product: ICC#CCOC1=CC=CC=C1 (1-iodo-4-phenoxybut-2-yne). Reaction SMILES: CS(O[CH2:6][C:7]#[C:8][CH2:9][O:10][C:11]1[CH:16]=[CH:15][CH:14]=[CH:13][CH:12]=1)(=O)=O.S([O-])(=O)(=O)C.[I-:22].[Na+].C(=O)(O)[O-].[Na+]>CC(C)=O>[I:22][CH2:6][C:7]#[C:8][CH2:9][O:10][C:11]1[CH:16]=[CH:15][CH:14]=[CH:13][CH:12]=1 |f:2.3,4.5|. Reported procedure: By following the esterification method of part B of this preparation, the preceding compound was converted into 4-phenoxybut-2-yn-1-ol methanesulfonate in almost quantitative yield. The foregoing crude mesylate was dissolved in 15 ml of acetone and treated with a solution of 5.55 g (0.037 mol) of sodium iodide and 1.049 g (0.0123 mol) of sodium bicarbonate in 30 ml of acetone. The reaction mixture was stirred for 1 hour at room temperature and then the solvent was removed under reduced pressure....